Task: describe an organic reaction: reactants, conditions, products, and yield. Dataset: the Open Reaction Database (ORD), a public repository of structured organic reaction records Reaction conditions: time 3 day. The solvent is C(C)O (ethanol). Reactants: ClC1=CC=C(C=C1)C1=C2CC(NC2=CC=C1)=O (4-(4-chloro-phenyl)-1,3-dihydro-indol-2-one), CC1=C(NC(=C1C(=O)N1CCN(CC1)C)C)C=O (3,5-dimethyl-4-(4-methyl-piperazine-1-carbonyl)-1H-pyrrole-2-carbaldehyde). Yields the product ClC1=CC=C(C=C1)C1=C2C(C(NC2=CC=C1)=O)=CC=1NC(=C(C1C)C(=O)N1CCN(CC1)C)C (4-(4-Chloro-phenyl)-3-[3,5-dimethyl-4-(4-methyl-piperazine-1-carbonyl)-1H-pyrrol-2-ylmethylene]-1,3-dihydro-indol-2-one). Reagents/catalysts: N1CCCCC1 (piperidine). Isolated yield 45.5%. RXN SMILES: [Cl:1][C:2]1[CH:7]=[CH:6][C:5]([C:8]2[CH:16]=[CH:15][CH:14]=[C:13]3[C:9]=2[CH2:10][C:11](=[O:17])[NH:12]3)=[CH:4][CH:3]=1.[CH3:18][C:19]1[C:23]([C:24]([N:26]2[CH2:31][CH2:30][N:29]([CH3:32])[CH2:28][CH2:27]2)=[O:25])=[C:22]([CH3:33])[NH:21][C:20]=1[CH:34]=O>C(O)C.N1CCCCC1>[Cl:1][C:2]1[CH:3]=[CH:4][C:5]([C:8]2[CH:16]=[CH:15][CH:14]=[C:13]3[C:9]=2[C:10](=[CH:34][C:20]2[NH:21][C:22]([CH3:33])=[C:23]([C:24]([N:26]4[CH2:27][CH2:28][N:29]([CH3:32])[CH2:30][CH2:31]4)=[O:25])[C:19]=2[CH3:18])[C:11](=[O:17])[NH:12]3)=[CH:6][CH:7]=1. Procedure details: To a solution of 4-(4-chloro-phenyl)-1,3-dihydro-indol-2-one (60.9 mg, 0.25 mmol) and 3,5-dimethyl-4-(4-methyl-piperazine-1-carbonyl)-1H-pyrrole-2-carbaldehyde (64.8 mg, 0.26 mmol) in ethanol (2 mL) was added piperidine (3 drops). The reaction mixture was stirred at room temperature for three days. A yellow solid product was precipitated out, filtered, washed by ethanol for three times, and dried under high vacuum to provide 4-(4-Chloro-phenyl)-3-[3,5-dimethyl-4-(4-methyl-piperazine-1-carbonyl)-... Reactants: ClC1=CC=C(OC2=CC(=C(C=C2)C2=NOC3=C2C=C(C=C3)O)CCC)C=C1 (3-[4-(4-chlorophenoxy)-2-propylphenyl]-1,2-benzisoxazol-5-ol), C([C@H](O)C)(=O)OC (methyl (R)-lactate). The product is ClC1=CC=C(OC2=CC(=C(C=C2)C2=NOC3=C2C=C(C=C3)O[C@H](C(=O)O)C)CCC)C=C1 ((2S)-2-({3-[4-(4-chlorophenoxy)-2-propylphenyl]-1,2-benzisoxazol-5-yl}oxy)propanoic acid). Reaction SMILES: [Cl:1][C:2]1[CH:27]=[CH:26][C:5]([O:6][C:7]2[CH:12]=[CH:11][C:10]([C:13]3[C:17]4[CH:18]=[C:19]([OH:22])[CH:20]=[CH:21][C:16]=4[O:15][N:14]=3)=[C:9]([CH2:23][CH2:24][CH3:25])[CH:8]=2)=[CH:4][CH:3]=1.[C:28]([O:33]C)(=[O:32])[C@@H:29]([CH3:31])O>>[Cl:1][C:2]1[CH:27]=[CH:26][C:5]([O:6][C:7]2[CH:12]=[CH:11][C:10]([C:13]3[C:17]4[CH:18]=[C:19]([O:22][C@@H:29]([CH3:31])[C:28]([OH:33])=[O:32])[CH:20]=[CH:21][C:16]=4[O:15][N:14]=3)=[C:9]([CH2:23][CH2:24][CH3:25])[CH:8]=2)=[CH:4][CH:3]=1. Reported procedure: The phenol from Step 6 (0.38 g, 1.0 mmol) and methyl (R)-lactate (0.16 g, 1.5 mmol) was reacted according the general procedure described in Step 11 of Example 1 to give the title compound as a white solid.